From a dataset of the Open Reaction Database (ORD), a public repository of structured organic reaction records. describe an organic reaction: reactants, conditions, products, and yield The reactants are CC(=O)OC(C)=O, Cl, NC(Cc1ccc(O)cc1)C(=O)O, [Na+], [OH-], O. Product: CC(=O)NC(Cc1ccc(O)cc1)C(=O)O. RXN SMILES: [CH3:16][C:17](=[O:18])[O:19][C:20](=[O:21])[CH3:22].[ClH:23].[NH2:1][CH:2]([CH2:3][c:4]1[cH:5][cH:6][c:7]([OH:10])[cH:8][cH:9]1)[C:11](=[O:12])[OH:13].[Na+:15].[OH-:14].[OH2:24]>>[NH:1]([CH:2]([CH2:3][c:4]1[cH:5][cH:6][c:7]([OH:10])[cH:8][cH:9]1)[C:11](=[O:12])[OH:13])[C:17]([CH3:16])=[O:18]. Starting materials: CC(C)(C)CC(=O)c1ccc(CNC(=O)OC(C)(C)C)cc1Cl, ClCCl, Cl, [Na+], O=C([O-])O, C1COCCO1. Yields the product CC(C)(C)CC(=O)c1ccc(CN)cc1Cl. RXN SMILES: [C:8]([O:9][C:10](=[O:11])[NH:15][CH2:16][c:17]1[cH:18][c:19]([Cl:30])[c:20]([C:23]([CH2:24][C:25]([CH3:26])([CH3:27])[CH3:28])=[O:29])[cH:21][cH:22]1)([CH3:12])([CH3:13])[CH3:14].[Cl:36][CH2:37][Cl:38].[ClH:1].[Na+:35].[O-:31][C:32]([OH:33])=[O:34].[O:2]1[CH2:3][CH2:4][O:5][CH2:6][CH2:7]1>>[NH2:15][CH2:16][c:17]1[cH:18][c:19]([Cl:30])[c:20]([C:23]([CH2:24][C:25]([CH3:26])([CH3:27])[CH3:28])=[O:29])[cH:21][cH:22]1. Reactants: BrC1=C(C=C(C=C1Cl)C(F)(F)F)Cl (4-bromo-3,5-dichlorobenzotrifluoride), C(CCC)[Li] (n-butyllithium), Ice water, C(=O)=O (dry ice). Run in CCOCC (ether), CCOCC (ether). Conditions: time 20 minute. Yields the product ClC1=C(C(=O)O)C(=CC(=C1)C(F)(F)F)Cl (2,6-dichloro-4-trifluoromethylbenzoic acid). Isolated yield 79.0%. RXN SMILES: C([Li])CCC.Br[C:7]1[C:12]([Cl:13])=[CH:11][C:10]([C:14]([F:17])([F:16])[F:15])=[CH:9][C:8]=1[Cl:18].[C:19](=[O:21])=[O:20]>CCOCC>[Cl:18][C:8]1[CH:9]=[C:10]([C:14]([F:17])([F:16])[F:15])[CH:11]=[C:12]([Cl:13])[C:7]=1[C:19]([OH:21])=[O:20]. Procedure: To a mixture of 65.2 ml of n-butyllithium (1.61M in hexane) and 100 ml of anhydrous ether was added dropwise 29.3 g of 4-bromo-3,5-dichlorobenzotrifluoride (3) in 30 ml of anhydrous ether at -78° C., followed by stirring for 20 minutes. Subsequently, 10 g of dry ice crashed into small pieces was added in small portions to the reaction mixture, followed by stirring at room temperature for 1.5 hours. Ice water was added to the reaction mixture, the mixture was thereafter extracted with ether, and ... Starting materials: C(#N)N=C(NC1CCCC2=CC=CC=C12)SC (N'-cyano-N-(1,2,3,4-tetrahydro-1-naphthyl)-S-methylisothiourea), C(C)(C)N (isopropylamine). Solvent: C(C)#N (acetonitrile). Reaction conditions: time 154 hour. Product: C(#N)N=C(NC(C)C)NC1CCCC2=CC=CC=C12 (N"-cyano-N-isopropyl-N'-(1,2,3,4-tetrahydro-1-naphthyl)guanidine). Reaction SMILES: [C:1]([N:3]=[C:4](SC)[NH:5][CH:6]1[C:15]2[C:10](=[CH:11][CH:12]=[CH:13][CH:14]=2)[CH2:9][CH2:8][CH2:7]1)#[N:2].[CH:18]([NH2:21])([CH3:20])[CH3:19]>C(#N)C>[C:1]([N:3]=[C:4]([NH:5][CH:6]1[C:15]2[C:10](=[CH:11][CH:12]=[CH:13][CH:14]=2)[CH2:9][CH2:8][CH2:7]1)[NH:21][CH:18]([CH3:20])[CH3:19])#[N:2]. Reported procedure: A solution of 30.0 g of N'-cyano-N-(1,2,3,4-tetrahydro-1-naphthyl)-S-methylisothiourea and 40 ml of isopropylamine in 300 ml of acetonitrile was heated at reflux with stirring for 154 hours. The solvent and excess isopropylamine were removed by evaporation in vacuo, leaving the crude product as a tacky, white solid. Crystallization from isopropyl acetate followed by a recrystallization from a mixture of isopropyl acetate and 2-propanol gave 5.13 g of N"-cyano-N-isopropyl-N'-(1,2,3,4-tetrahydro-1... Reactants: CCOC(=O)c1ccc2c(c1)CC(C)(C)C(c1cccc(NC(=O)N3CCN(C)CC3)c1)N2, CO, Cl, [Na+], C1CCOC1, [OH-], O. Product: CN1CCN(C(=O)Nc2cccc(C3Nc4ccc(C(=O)O)cc4CC3(C)C)c2)CC1. RXN SMILES: [CH2:1]([CH3:2])[O:3][C:4](=[O:5])[c:6]1[cH:7][c:8]2[c:13]([cH:14][cH:15]1)[NH:12][CH:11]([c:16]1[cH:17][c:18]([NH:22][C:23](=[O:24])[N:25]3[CH2:26][CH2:27][N:28]([CH3:31])[CH2:29][CH2:30]3)[cH:19][cH:20][cH:21]1)[C:10]([CH3:32])([CH3:33])[CH2:9]2.[CH3:35][OH:36].[ClH:34].[Na+:43].[O:37]1[CH2:38][CH2:39][CH2:40][CH2:41]1.[OH-:42].[OH2:44]>>[O:3]=[C:4]([OH:5])[c:6]1[cH:7][c:8]2[c:13]([cH:14][cH:15]1)[NH:12][CH:11]([c:16]1[cH:17][c:18]([NH:22][C:23](=[O:24])[N:25]3[CH2:26][CH2:27][N:28]([CH3:31])[CH2:29][CH2:30]3)[cH:19][cH:20][cH:21]1)[C:10]([CH3:32])([CH3:33])[CH2:9]2. The reactants are COC(=O)Cc1cccc(N(C(=O)c2ccccc2)c2ccccc2)c1, CO, [Na+], [OH-]. Yields the product O=C(O)Cc1cccc(N(C(=O)c2ccccc2)c2ccccc2)c1. RXN SMILES: [C:1]([c:2]1[cH:3][cH:4][cH:5][cH:6][cH:7]1)(=[O:8])[N:9]([c:10]1[cH:11][cH:12][cH:13][cH:14][cH:15]1)[c:16]1[cH:17][c:18]([CH2:22][C:23](=[O:24])[O:25][CH3:26])[cH:19][cH:20][cH:21]1.[CH3:29][OH:30].[Na+:28].[OH-:27]>>[C:1]([c:2]1[cH:3][cH:4][cH:5][cH:6][cH:7]1)(=[O:8])[N:9]([c:10]1[cH:11][cH:12][cH:13][cH:14][cH:15]1)[c:16]1[cH:17][c:18]([CH2:22][C:23](=[O:24])[OH:25])[cH:19][cH:20][cH:21]1. The reactants are F (hydrogen fluoride), NC=1C(=NC=C(C1)Cl)OC1=CC=C(OC(C(=O)OC)C)C=C1 (methyl 2-[4-(3-amino-5-chloropyridin-2-yl-oxy)phenoxy]propionate), [N+](=O)([O-])[O-].[Na+] (sodium nitrate). Reaction conditions: temperature 55 celsius, time 2 hour. Yields the product ClC=1C=C(C(=NC1)OC1=CC=C(OC(C(=O)OC)C)C=C1)F (methyl 2-[4-(5-chloro-3-fluoropyridin-2-yloxy)phenoxy]propionate). Yield: 48.0%. As a reaction SMILES: [FH:1].N[C:3]1[C:4]([O:10][C:11]2[CH:23]=[CH:22][C:14]([O:15][CH:16]([CH3:21])[C:17]([O:19][CH3:20])=[O:18])=[CH:13][CH:12]=2)=[N:5][CH:6]=[C:7]([Cl:9])[CH:8]=1.[N+]([O-])([O-])=O.[Na+]>>[Cl:9][C:7]1[CH:8]=[C:3]([F:1])[C:4]([O:10][C:11]2[CH:23]=[CH:22][C:14]([O:15][CH:16]([CH3:21])[C:17]([O:19][CH3:20])=[O:18])=[CH:13][CH:12]=2)=[N:5][CH:6]=1 |f:2.3|. Reported procedure: A vessel is charged with 400 g (20 moles) of hydrogen fluoride and 167.4 g (0.518 mole) of methyl 2-[4-(3-amino-5-chloropyridin-2-yl-oxy)phenoxy]propionate are added in portions at a temperature from -8° to 0° C. 37.3 g (0.540 mole) of sodium nitrate are added over one hour and the mixture is stirred for two hours before it is slowly heated in an autoclave to 55° C. Excess hydrogen fluoride is removed by distillation and the residue is taken up in a mixture of 200 ml of methylene chloride and ic... Reactants: CC(=O)O, C1CCOC1, COCCN, O=Cc1ccc(-c2cc3nccc(Oc4ccc(NC(=S)NC(=O)Cc5ccc(F)cc5)cc4F)c3s2)nc1. The product is COCCOCc1ccc(-c2cc3nccc(Oc4ccc(NC(=S)NC(=O)Cc5ccc(F)cc5)cc4F)c3s2)nc1. RXN SMILES: [C:45]([OH:46])(=[O:47])[CH3:48].[CH2:49]1[O:50][CH2:51][CH2:52][CH2:53]1.[CH3:40][O:41][CH2:42][CH2:43][NH2:44].[F:1][c:2]1[cH:3][c:4]([NH:26][C:27](=[S:28])[NH:29][C:30]([CH2:31][c:32]2[cH:33][cH:34][c:35]([F:38])[cH:36][cH:37]2)=[O:39])[cH:5][cH:6][c:7]1[O:8][c:9]1[c:10]2[c:11]([n:12][cH:13][cH:14]1)[cH:15][c:16](-[c:18]1[n:19][cH:20][c:21]([CH:24]=[O:25])[cH:22][cH:23]1)[s:17]2>>[F:1][c:2]1[cH:3][c:4]([NH:26][C:27](=[S:28])[NH:29][C:30]([CH2:31][c:32]2[cH:33][cH:34][c:35]([F:38])[cH:36][cH:37]2)=[O:39])[cH:5][cH:6][c:7]1[O:8][c:9]1[c:10]2[c:11]([n:12][cH:13][cH:14]1)[cH:15][c:16](-[c:18]1[n:19][cH:20][c:21]([CH2:24][O:25][CH2:43][CH2:42][O:41][CH3:40])[cH:22][cH:23]1)[s:17]2. The reactants are C(C)OC1=NC2=CC=CC=C2N=C1NC(OC1=CC=CC=C1)=O (Phenyl N-(2-ethoxyquinoxalin-3-yl)carbamate), ClC=1C=C(C=C(C1)Cl)N1CCNCC1 (1-(3,5-dichlorophenyl)piperazine). The product is C(C)OC1=NC2=CC=CC=C2N=C1NC(=O)N1CCN(CC1)C1=CC(=CC(=C1)Cl)Cl (1-[(2-Ethoxyquinoxalin-3-yl)aminocarbonyl]-4-(3,5-dichlorophenyl)piperazine). Yield: 81.3%. As a reaction SMILES: [CH2:1]([O:3][C:4]1[C:13]([NH:14][C:15](=[O:23])OC2C=CC=CC=2)=[N:12][C:11]2[C:6](=[CH:7][CH:8]=[CH:9][CH:10]=2)[N:5]=1)[CH3:2].[Cl:24][C:25]1[CH:26]=[C:27]([N:32]2[CH2:37][CH2:36][NH:35][CH2:34][CH2:33]2)[CH:28]=[C:29]([Cl:31])[CH:30]=1>>[CH2:1]([O:3][C:4]1[C:13]([NH:14][C:15]([N:35]2[CH2:34][CH2:33][N:32]([C:27]3[CH:26]=[C:25]([Cl:24])[CH:30]=[C:29]([Cl:31])[CH:28]=3)[CH2:37][CH2:36]2)=[O:23])=[N:12][C:11]2[C:6](=[CH:7][CH:8]=[CH:9][CH:10]=2)[N:5]=1)[CH3:2]. Procedure details: Phenyl N-(2-ethoxyquinoxalin-3-yl)carbamate and 1-(3,5-dichlorophenyl)piperazine were reacted by the same way with the example 36 to obtain the titled compound.